Dataset: the Open Reaction Database (ORD), a public repository of structured organic reaction records. Task: describe an organic reaction: reactants, conditions, products, and yield Starting materials: C(C)(=O)C1=C(C(=C(OCC2=CC=C(C=C2)C(C=2C=C(C#N)C=CC2)OC2OCCCC2)C=C1)C)O (3-[[4-(4-acetyl-3-hydroxy-2-methyl-phenoxymethyl)-phenyl]-(tetrahydro-pyran-2-yloxy)-methyl]-benzonitrile), [OH-].[K+] (potassium hydroxide), O (water), Cl (hydrochloric acid). Solvent: C(C)O (ethanol). The product is C(C)(=O)C1=C(C(=C(OCC2=CC=C(C=C2)C(C=2C=C(C(=O)O)C=CC2)OC2OCCCC2)C=C1)C)O (3-[[4-(4-acetyl-3-hydroxy-2-methyl-phenoxymethyl)-phenyl]-(tetrahydro-pyran-2-yloxy)-methyl]-benzoic Acid). The yield is 33.0%. As a reaction SMILES: [C:1]([C:4]1[CH:33]=[CH:32][C:7]([O:8][CH2:9][C:10]2[CH:15]=[CH:14][C:13]([CH:16]([O:25][CH:26]3[CH2:31][CH2:30][CH2:29][CH2:28][O:27]3)[C:17]3[CH:18]=[C:19]([CH:22]=[CH:23][CH:24]=3)[C:20]#N)=[CH:12][CH:11]=2)=[C:6]([CH3:34])[C:5]=1[OH:35])(=[O:3])[CH3:2].[OH-:36].[K+].Cl.[OH2:39]>C(O)C>[C:1]([C:4]1[CH:33]=[CH:32][C:7]([O:8][CH2:9][C:10]2[CH:15]=[CH:14][C:13]([CH:16]([O:25][CH:26]3[CH2:31][CH2:30][CH2:29][CH2:28][O:27]3)[C:17]3[CH:18]=[C:19]([CH:22]=[CH:23][CH:24]=3)[C:20]([OH:39])=[O:36])=[CH:12][CH:11]=2)=[C:6]([CH3:34])[C:5]=1[OH:35])(=[O:3])[CH3:2] |f:1.2|. Procedure: The title compound is prepared essentially as described in Preparation 113 employing 3-[[4-(4-acetyl-3-hydroxy-2-methyl-phenoxymethyl)-phenyl]-(tetrahydro-pyran-2-yloxy)-methyl]-benzonitrile (3.20 g, 6.79 mmol) and potassium hydroxide (7.62 g, 136 mmol) in ethanol (100 mL) and water (25 mL) at reflux for 3 days. Evaporate volatiles and acidify with 1N hydrochloric acid and extract with three portions of methylene chloride. Combine organic layers, dry (sodium sulfate) and evaporate to afford the ...